From a dataset of the Open Reaction Database (ORD), a public repository of structured organic reaction records. describe an organic reaction: reactants, conditions, products, and yield The reactants are CC#N, C[O-], N#Cc1ccnc(Cl)c1, [K+], [Na+], O=P([O-])(O)O. Product: COc1cc(C#N)ccn1. Reaction SMILES: [CH3:19][C:20]#[N:21].[CH3:1][O-:2].[Cl:4][c:5]1[n:6][cH:7][cH:8][c:9]([C:11]#[N:12])[cH:10]1.[K+:13].[Na+:3].[OH:14][P:15](=[O:16])([O-:17])[OH:18]>>[CH3:1][O:2][c:5]1[n:6][cH:7][cH:8][c:9]([C:11]#[N:12])[cH:10]1. Reactants: arylethynyl-substituted 7-azabicyclo[2.2.1]heptanes, arylethenyl-substituted 7-azabicyclo[2.2.1]heptanes, IV, ethyl (E)- and (Z)-5-(2-(8-azabicyclo[3.2.1]oct-6-yl)ethenyl)isoxazole-8-carboxylate, ethyl 8-aza-6-(ethoxycarbonyl)bicyclo[3.2.1]octane-8-carboxylate, CN1C2CCCC1CC(=O)C2 (Pseudopelletierine), ethyl 8-aza-6-(ethoxycarbonyl)bicyclo[3.2.1]octane-8-carboxylate, [H-].C(C(C)C)[Al+]CC(C)C (diisobutylaluminum hydride), 6-formyl, O1N=CC=C1CP(OCC)(OCC)=O (diethyl (5-isoxazolylmethyl)phosphonate), arylethenyl-substituted 8-azabicyclo[3.2.1]octanes, arylethynyl-substituted 8-azabicyclo[3.2.1]octanes, CN1C2CCC1CC(=O)C2 (tropinone), CN1C2CCCC1CC(=O)C2 (pseudopelletierine). Product: C12CCCC(C(C1)/C=C/C1=CC=NO1)N2 ((E)-5-(2-(8-azabicyclo[3.2.1]oct-6-yl)ethenyl)isoxazole), C12CCCC(C(C1)\C=C/C1=CC=NO1)N2 ((Z)-5-(2-(8-azabicyclo[3.2.1]oct-6-yl)ethenyl)isoxazole). RXN SMILES: C[N:2]1[CH:7]2[CH2:8][C:9]([CH2:11][CH:3]1[CH2:4][CH2:5][CH2:6]2)=O.C[N:13]1C2[CH2:18][C:19]([CH2:21][CH:14]1CC2)=[O:20].[H-].C([Al+]CC(C)C)C(C)C.[O:32]1[C:36]([CH2:37]P(=O)(OCC)OCC)=[CH:35][CH:34]=[N:33]1>>[CH:3]12[NH:2][CH:7]([CH:5](/[CH:6]=[CH:18]/[C:19]3[O:20][N:13]=[CH:14][CH:21]=3)[CH2:4]1)[CH2:8][CH2:9][CH2:11]2.[CH:3]12[NH:2][CH:7]([CH:5](/[CH:6]=[CH:37]\[C:36]3[O:32][N:33]=[CH:34][CH:35]=3)[CH2:4]1)[CH2:8][CH2:9][CH2:11]2 |f:2.3|. Procedure details: The synthesis of arylethenyl-substituted 8-azabicyclo[3.2.1]octanes and arylethynyl-substituted 8-azabicyclo[3.2.1]octanes are accomplished in a manner similar to that described for arylethenyl-substituted 7-azabicyclo[2.2.1]heptanes and arylethynyl-substituted 7-azabicyclo[2.2.1]heptanes. Treatment of pseudopelletierine (N-methyl-9-azabicyclo[3.3.1]nonan-3-one) as described earlier for tropinone (Daly et al. Eur. J. Pharmacol. 321:189-194 (1997)) will generate ethyl 8-aza-6-(ethoxycarbonyl)bicy... Starting materials: OC1=CC(NC1C(C)C)=O (rac-4-hydroxy-5-isopropyl-1,5-dihydro-pyrrol-2-one), C(C1=CC=CC=C1)=O (benzaldehyde), FC1=CC=C2C(=CNC2=C1)CCO (2-(6-fluoro-1H-indol-3-yl)-ethanol). Product: FC1=CC=C2C(=C(NC2=C1)C(C=1C(NC(C1O)C(C)C)=O)C1=CC=CC=C1)CCO (3-{[6-Fluoro-3-(2-hydroxy-ethyl)-1H-indol-2-yl]-phenyl-methyl}-4-hydroxy-5-isopropyl-1,5-dihydro-pyrrol-2-one). RXN SMILES: [OH:1][C:2]1[CH:6]([CH:7]([CH3:9])[CH3:8])[NH:5][C:4](=[O:10])[CH:3]=1.[CH:11](=O)[C:12]1[CH:17]=[CH:16][CH:15]=[CH:14][CH:13]=1.[F:19][C:20]1[CH:28]=[C:27]2[C:23]([C:24]([CH2:29][CH2:30][OH:31])=[CH:25][NH:26]2)=[CH:22][CH:21]=1>>[F:19][C:20]1[CH:28]=[C:27]2[C:23]([C:24]([CH2:29][CH2:30][OH:31])=[C:25]([CH:11]([C:12]3[CH:17]=[CH:16][CH:15]=[CH:14][CH:13]=3)[C:3]3[C:4](=[O:10])[NH:5][CH:6]([CH:7]([CH3:9])[CH3:8])[C:2]=3[OH:1])[NH:26]2)=[CH:22][CH:21]=1. Procedure: Using general procedure D, rac-4-hydroxy-5-isopropyl-1,5-dihydro-pyrrol-2-one (Lit. 11) was reacted with benzaldehyde and 2-(6-fluoro-1H-indol-3-yl)-ethanol to give the title compound as a pale yellow solid. MS: 409.1 ([M+H]+). Starting materials: ClC=1C(N(C(=CC1OCC1=C(C=C(C=C1)F)F)C)CC1=CC=C(C(=O)N)C=C1)=O (4-{[3-chloro-4-[(2,4-difluorobenzyl)oxy]-6-methyl-2-oxopyridin-1(2H)-yl]methyl}benzamide), CSC.B (borane dimethyl sulfide), CSC.B (Borane dimethyl sulfide), CSC.B (borane dimethyl sulfide). Run in O1CCCC1 (tetrahydrofuran). Yields the product NCC1=CC=C(CN2C(C(=C(C=C2C)OCC2=C(C=C(C=C2)F)F)Cl)=O)C=C1 (1-[4-(aminomethyl)benzyl]-3-chloro-4-[(2,4-difluorobenzyl)oxy]-6-methylpyridin-2(1H)-one). Isolated yield 31.7%. As a reaction SMILES: [Cl:1][C:2]1[C:3](=[O:29])[N:4]([CH2:19][C:20]2[CH:28]=[CH:27][C:23]([C:24]([NH2:26])=O)=[CH:22][CH:21]=2)[C:5]([CH3:18])=[CH:6][C:7]=1[O:8][CH2:9][C:10]1[CH:15]=[CH:14][C:13]([F:16])=[CH:12][C:11]=1[F:17].CSC.B>O1CCCC1>[NH2:26][CH2:24][C:23]1[CH:27]=[CH:28][C:20]([CH2:19][N:4]2[C:5]([CH3:18])=[CH:6][C:7]([O:8][CH2:9][C:10]3[CH:15]=[CH:14][C:13]([F:16])=[CH:12][C:11]=3[F:17])=[C:2]([Cl:1])[C:3]2=[O:29])=[CH:21][CH:22]=1 |f:1.2|. Procedure: The compound of Example 606 (10.0 g, 23.38 mmol) was suspended in tetrahydrofuran (100 mL) and cooled in an ice-bath. Borane dimethyl sulfide (29.9 mL, 2.0 M in tetrahydrofuran, 59.7 mmol) was added. The resulting mixture was heated to reflux overnight and then cooled in an ice-bath. Additional borane dimethyl sulfide (5.85 mL, 2.0 M in tetrahydrofuran, 11.7 mmol) was added. The resulting mixture was heated to reflux overnight and the cooled to room temperature. The flask was fitted with a disti... Reactants: CCCCNCc1ccccc1, Cc1ccccc1, O=C(Cl)Cl. Yields the product CCCCN(Cc1ccccc1)C(=O)Cl. RXN SMILES: [CH2:5]([c:6]1[cH:7][cH:8][cH:9][cH:10][cH:11]1)[NH:12][CH2:13][CH2:14][CH2:15][CH3:16].[CH3:17][c:18]1[cH:19][cH:20][cH:21][cH:22][cH:23]1.[Cl:1][C:2]([Cl:3])=[O:4]>>[Cl:1][C:2](=[O:4])[N:12]([CH2:5][c:6]1[cH:7][cH:8][cH:9][cH:10][cH:11]1)[CH2:13][CH2:14][CH2:15][CH3:16]. Product: CC(=O)Nc1nc2c(Oc3cc(-c4ccc(C(F)(F)F)cc4)nc(C4=CCN(C(=O)OC(C)(C)C)CC4)n3)cccc2s1. The reactants are O=C([O-])[O-], COCCOC, CCO, CC(C)(C)OC(=O)N1CC=C(B2OC(C)(C)C(C)(C)O2)CC1, CC(=O)Nc1nc2c(Oc3cc(-c4ccc(C(F)(F)F)cc4)nc(Cl)n3)cccc2s1, [Na+], [Na+], O, O, Cl[Pd]Cl, c1ccc(P(c2ccccc2)c2ccccc2)cc1, c1ccc(P(c2ccccc2)c2ccccc2)cc1. RXN SMILES: [C:54](=[O:55])([O-:56])[O-:57].[CH2:61]([CH2:62][O:63][CH3:64])[O:65][CH3:66].[CH3:109][CH2:110][OH:111].[CH3:32][C:33]1([CH3:34])[C:35]([CH3:36])([CH3:37])[O:38][B:39]([C:40]2=[CH:41][CH2:42][N:43]([C:46](=[O:47])[O:48][C:49]([CH3:50])([CH3:51])[CH3:52])[CH2:44][CH2:45]2)[O:53]1.[Cl:1][c:2]1[n:3][c:4](-[c:22]2[cH:23][cH:24][c:25]([C:28]([F:29])([F:30])[F:31])[cH:26][cH:27]2)[cH:5][c:6]([O:8][c:9]2[cH:10][cH:11][cH:12][c:13]3[c:14]2[n:15][c:16]([NH:18][C:19]([CH3:20])=[O:21])[s:17]3)[n:7]1.[Na+:58].[Na+:59].[OH2:60].[OH2:67].[Pd:68]([Cl:69])[Cl:70].[c:71]1([P:72]([c:73]2[cH:74][cH:75][cH:76][cH:77][cH:78]2)[c:79]2[cH:80][cH:81][cH:82][cH:83][cH:84]2)[cH:85][cH:86][cH:87][cH:88][cH:89]1.[c:90]1([P:91]([c:92]2[cH:93][cH:94][cH:95][cH:96][cH:97]2)[c:98]2[cH:99][cH:100][cH:101][cH:102][cH:103]2)[cH:104][cH:105][cH:106][cH:107][cH:108]1>>[c:2]1([C:40]2=[CH:41][CH2:42][N:43]([C:46](=[O:47])[O:48][C:49]([CH3:50])([CH3:51])[CH3:52])[CH2:44][CH2:45]2)[n:3][c:4](-[c:22]2[cH:23][cH:24][c:25]([C:28]([F:29])([F:30])[F:31])[cH:26][cH:27]2)[cH:5][c:6]([O:8][c:9]2[cH:10][cH:11][cH:12][c:13]3[c:14]2[n:15][c:16]([NH:18][C:19]([CH3:20])=[O:21])[s:17]3)[n:7]1.